Dataset: the Open Reaction Database (ORD), a public repository of structured organic reaction records. Task: describe an organic reaction: reactants, conditions, products, and yield Reactants: NCC1=CC=C(C=C1)C1C(C(N1C1=CC=C(C=C1)F)=O)CCC(O)C1=CC=C(C=C1)F (4-(4-aminomethylphenyl)-1-(4-fluorophenyl)-3-[3-(4-fluorophenyl)-3-hydroxypropyl]azetidin-2-one), OC(C(COCCOCCNC(=O)COCCOCCOCC(=O)O)=O)C(C(C(CO)O)O)O ({2-[2-({2-[2-(3,4,5,6,7-pentahydroxy-2-oxoheptyloxy)ethoxy]ethylcarbamoyl}methoxy)-ethoxy]ethoxy}acetic acid), C(C)(C)N=C=NC(C)C (diisopropylcarbodiimide), OC1=CC=CC=2NN=NC21 (hydroxybenzotriazole), CN(C=O)C (dimethylformamide). RXN SMILES: NC[C:3]1[CH:8]=[CH:7][C:6]([CH:9]2[N:12]([C:13]3[CH:18]=[CH:17][C:16]([F:19])=[CH:15][CH:14]=3)[C:11](=[O:20])[CH:10]2[CH2:21][CH2:22][CH:23]([C:25]2[CH:30]=[CH:29][C:28]([F:31])=[CH:27][CH:26]=2)[OH:24])=[CH:5][CH:4]=1.[OH:32][CH:33]([CH:58]([OH:65])[CH:59]([OH:64])[CH:60]([OH:63])[CH2:61][OH:62])[C:34](=[O:57])COCCOCCNC(COCCOCCOCC(O)=O)=O.C(N=C=NC(C)C)(C)C.O[C:76]1[C:84]2[N:83]=N[NH:81][C:80]=2[CH:79]=[CH:78][CH:77]=1.CN(C)C=[O:88]>>[F:19][C:16]1[CH:15]=[CH:14][C:13]([N:12]2[C:11](=[O:20])[CH:10]([CH2:21][CH2:22][CH:23]([C:25]3[CH:30]=[CH:29][C:28]([F:31])=[CH:27][CH:26]=3)[OH:24])[CH:9]2[C:6]2[CH:7]=[C:8]([NH:83][C:84]([CH2:76][CH2:77][CH2:78][CH2:79][CH2:80][NH:81][C:34](=[O:57])[CH:33]([OH:32])[CH:58]([OH:65])[CH:59]([OH:64])[CH:60]([OH:63])[CH2:61][OH:62])=[O:88])[CH:3]=[CH:4][CH:5]=2)=[CH:18][CH:17]=1. Procedure: 28 is prepared similarly to 18 starting from 62 mg of 4-(4-aminomethylphenyl)-1-(4-fluorophenyl)-3-[3-(4-fluorophenyl)-3-hydroxypropyl]azetidin-2-one, 76 mg of {2-[2-({2-[2-(3,4,5,6,7-pentahydroxy-2-oxoheptyloxy)ethoxy]ethylcarbamoyl}methoxy)-ethoxy]ethoxy}acetic acid 17, 57 μl of diisopropylcarbodiimide and 40 mg of hydroxybenzotriazole in 2 ml of dimethylformamide. This gives 19: The product is FC1=CC=C(C=C1)N1C(C(C1=O)CCC(O)C1=CC=C(C=C1)F)C=1C=C(C=CC1)NC(=O)CCCCCNC(C(C(C(C(CO)O)O)O)O)=O (N-[5-(3-{1-(4-Fluorophenyl)-3-[3-(4-fluorophenyl)-3-hydroxypropyl]-4-oxoazetidin-2-yl}phenylcarbamoyl)pentyl]-2,3,4,5,6-pentahydroxyhexanamide).